Dataset: the Open Reaction Database (ORD), a public repository of structured organic reaction records. Task: describe an organic reaction: reactants, conditions, products, and yield Starting materials: CCO, COc1ccc(CC(C)=O)cc1[N+](=O)[O-]. Yields the product COc1ccc(CC(C)=O)cc1N. Reaction SMILES: [CH3:16][CH2:17][OH:18].[CH3:1][O:2][c:3]1[c:4]([N+:13]([O-:14])=[O:15])[cH:5][c:6]([CH2:9][C:10]([CH3:11])=[O:12])[cH:7][cH:8]1>>[CH3:1][O:2][c:3]1[c:4]([NH2:13])[cH:5][c:6]([CH2:9][C:10]([CH3:11])=[O:12])[cH:7][cH:8]1. Starting materials: FC=1C=C(C=CC1)C1=NOC(=C1CN1C(C2=CC=CC=C2C1=O)=O)C (2-[3-(3-fluoro-phenyl)-5-methyl-isoxazol-4-ylmethyl]-isoindole-1,3-dione), FC1=CC=C(C=C1)C1=NOC(=C1CN1C(C2=CC=CC=C2C1=O)=O)C (2-[3-(4-fluoro-phenyl)-5-methyl-isoxazol-4-ylmethyl]-isoindole-1,3-dione). Yields the product FC=1C=C(C=CC1)C1=NOC(=C1CN)C (C-[3-(3-Fluoro-phenyl)-5-methyl-isoxazol-4-yl]-methylamine). Yield: 75.3%. Reaction SMILES: [F:1][C:2]1[CH:3]=[C:4]([C:8]2[C:12]([CH2:13][N:14]3C(=O)C4C(=CC=CC=4)C3=O)=[C:11]([CH3:25])[O:10][N:9]=2)[CH:5]=[CH:6][CH:7]=1.FC1C=CC(C2C(CN3C(=O)C4C(=CC=CC=4)C3=O)=C(C)ON=2)=CC=1>>[F:1][C:2]1[CH:3]=[C:4]([C:8]2[C:12]([CH2:13][NH2:14])=[C:11]([CH3:25])[O:10][N:9]=2)[CH:5]=[CH:6][CH:7]=1. Procedure details: As described for example 78b, 2-[3-(3-fluoro-phenyl)-5-methyl-isoxazol-4-ylmethyl]-isoindole-1,3-dione (6.26 g, 19 mmol) was converted, instead of 2-[3-(4-fluoro-phenyl)-5-methyl-isoxazol-4-ylmethyl]-isoindole-1,3-dione, to the title compound (2.95 g, 77%) which was obtained as a yellow oil. MS: m/e=207.3 [M+H]+. Starting materials: CC1CC(Oc2cccc(NC(=O)c3ccc(F)cc3Cl)c2)CCN1C(=O)OC(C)(C)C, Cc1ccccc1, O, Cc1ccc(S(=O)(=O)O)cc1. Product: CC1CC(Oc2cccc(NC(=O)c3ccc(F)cc3Cl)c2)CCN1. Reaction SMILES: [C:1]([O:2][C:3](=[O:4])[N:8]1[CH:9]([CH3:32])[CH2:10][CH:11]([O:14][c:15]2[cH:16][c:17]([NH:21][C:22]([c:23]3[c:24]([Cl:30])[cH:25][c:26]([F:29])[cH:27][cH:28]3)=[O:31])[cH:18][cH:19][cH:20]2)[CH2:12][CH2:13]1)([CH3:5])([CH3:6])[CH3:7].[CH3:45][c:46]1[cH:47][cH:48][cH:49][cH:50][cH:51]1.[OH2:33].[c:34]1([CH3:35])[cH:36][cH:37][c:38]([S:39]([OH:40])(=[O:41])=[O:42])[cH:43][cH:44]1>>[NH:8]1[CH:9]([CH3:32])[CH2:10][CH:11]([O:14][c:15]2[cH:16][c:17]([NH:21][C:22]([c:23]3[c:24]([Cl:30])[cH:25][c:26]([F:29])[cH:27][cH:28]3)=[O:31])[cH:18][cH:19][cH:20]2)[CH2:12][CH2:13]1. The reactants are C(\C=C\C)(=O)N(CCCCC(=O)O)C(C1=CC=CC=C1)C1=CC=CC=C1 (N-crotonoyl-5-benzhydrylaminovaleric acid), NCCC(=O)OCC (ethyl 3-aminopropionate), [OH-].[K+] (potassium hydroxide). Run in C(C)O (ethanol). Conditions: time 12 hour. The product is C(\C=C\C)(=O)N(CCCCC(=O)NCCC(=O)O)C(C1=CC=CC=C1)C1=CC=CC=C1 (N-(N-crotonoyl-5-benzhydrylaminopentanoyl)-3-aminopropionic acid). Reaction SMILES: [C:1]([N:6]([CH:14]([C:21]1[CH:26]=[CH:25][CH:24]=[CH:23][CH:22]=1)[C:15]1[CH:20]=[CH:19][CH:18]=[CH:17][CH:16]=1)[CH2:7][CH2:8][CH2:9][CH2:10][C:11](O)=[O:12])(=[O:5])/[CH:2]=[CH:3]/[CH3:4].[NH2:27][CH2:28][CH2:29][C:30]([O:32]CC)=[O:31].[OH-].[K+]>C(O)C>[C:1]([N:6]([CH:14]([C:15]1[CH:20]=[CH:19][CH:18]=[CH:17][CH:16]=1)[C:21]1[CH:26]=[CH:25][CH:24]=[CH:23][CH:22]=1)[CH2:7][CH2:8][CH2:9][CH2:10][C:11]([NH:27][CH2:28][CH2:29][C:30]([OH:32])=[O:31])=[O:12])(=[O:5])/[CH:2]=[CH:3]/[CH3:4] |f:2.3|. Procedure: Analogously to Example 1, by using equivalent quantities, reacting N-crotonoyl-5-benzhydrylaminovaleric acid and ethyl 3-aminopropionate and suitable processing, dissolving the evaporation residue in ethanol, adding an ethanolic solution of potassium hydroxide, stirring for 12 hours at room temperature and further processing yields N-(N-crotonoyl-5-benzhydrylaminopentanoyl)-3-aminopropionic acid. Reactants: N1CC2(CCC1)C(NC1=CC=CC=C12)=O (spiro[indoline-3,3′-piperidin]-2-one), C1(CC1)C=O (cyclopropanecarboxaldehyde), C (CH4). Product: C1(CC1)CN1CC2(CCC1)C(NC1=CC=CC=C12)=O (1′-Cyclopropylmethylspiro[indoline-3,3′-piperidin]-2-one). Isolated yield 90.0%. Reaction SMILES: [NH:1]1[CH2:6][CH2:5][CH2:4][C:3]2([C:14]3[C:9](=[CH:10][CH:11]=[CH:12][CH:13]=3)[NH:8][C:7]2=[O:15])[CH2:2]1.[CH:16]1([CH:19]=O)[CH2:18][CH2:17]1.C>>[CH:16]1([CH2:19][N:1]2[CH2:6][CH2:5][CH2:4][C:3]3([C:14]4[C:9](=[CH:10][CH:11]=[CH:12][CH:13]=4)[NH:8][C:7]3=[O:15])[CH2:2]2)[CH2:18][CH2:17]1. Reported procedure: The compound was prepared according to PROCEDURE 1, Method A by reaction of spiro[indoline-3,3′-piperidin]-2-one with 3 equiv. of cyclopropanecarboxaldehyde. Yield: 90%. 13C NMR (CDCl3): δ 3.8, 4.0, 8.3, 21.4, 31.8, 48.6, 53.3, 58.4, 63.6, 109.7, 121.7, 126.1, 127.4, 134.7, 140.0, 182.2; MS (CI, CH4): m/z (rel. int.) 257 (M+1, 100).